The task is: describe an organic reaction: reactants, conditions, products, and yield. This data is from the Open Reaction Database (ORD), a public repository of structured organic reaction records. Reactants: C1(CC1)C(=O)C(C(=O)OC(C)(C)C)C(=O)C1=C(C(=CC=C1)SC1=CC=CC=C1)S(=O)(=O)C (t-butyl 2-cyclopropylcarbonyl-3-(2-methylsulphonyl-3-phenylsulphenylphenyl)-3-oxopropionoate), C1(=CC=C(C=C1)S(=O)(=O)O)C (para-toluene sulphonic acid), O (Water), C(C)(=O)OCC (ethyl acetate). The solvent is C1(=CC=CC=C1)C (toluene). Product: C1(CC1)C(CC(=O)C1=C(C(=CC=C1)SC1=CC=CC=C1)S(=O)(=O)C)=O (1-cyclopropyl-3-(2-methylsulphonyl-3-phenylsulphenylphenyl)propan-1,3-dione). The yield is 92.4%. RXN SMILES: [CH:1]1([C:4]([CH:6]([C:14]([C:16]2[CH:21]=[CH:20][CH:19]=[C:18]([S:22][C:23]3[CH:28]=[CH:27][CH:26]=[CH:25][CH:24]=3)[C:17]=2[S:29]([CH3:32])(=[O:31])=[O:30])=[O:15])C(OC(C)(C)C)=O)=[O:5])[CH2:3][CH2:2]1.C1(C)C=CC(S(O)(=O)=O)=CC=1.O.C(OCC)(=O)C>C1(C)C=CC=CC=1>[CH:1]1([C:4](=[O:5])[CH2:6][C:14]([C:16]2[CH:21]=[CH:20][CH:19]=[C:18]([S:22][C:23]3[CH:28]=[CH:27][CH:26]=[CH:25][CH:24]=3)[C:17]=2[S:29]([CH3:32])(=[O:31])=[O:30])=[O:15])[CH2:3][CH2:2]1. Reported procedure: A mixture of t-butyl 2-cyclopropylcarbonyl-3-(2-methylsulphonyl-3-phenylsulphenylphenyl)-3-oxopropionoate (8.5 g) and para-toluene sulphonic acid (0.25 g) in toluene was heated at reflux for six hours. Water and ethyl acetate were then added and the organic phase was dried over anhydrous sodium sulphate, filtered and evaporated. The residue was crystallised from ether to give 1-cyclopropyl-3-(2-methylsulphonyl-3-phenylsulphenylphenyl)propan-1,3-dione (6.2 g) as a beige powder, Starting materials: BrCCc1ccccc1, CCc1cc2[nH]c(=O)n(Cc3ccc(-c4ccccc4C#N)cc3)c2s1, CN(C)C=O, CCOC(C)=O, [H-], [Na+]. Yields the product CCc1cc2c(s1)n(Cc1ccc(-c3ccccc3C#N)cc1)c(=O)n2CCc1ccccc1. RXN SMILES: [Br:27][CH2:28][CH2:29][c:30]1[cH:31][cH:32][cH:33][cH:34][cH:35]1.[CH2:1]([CH3:2])[c:3]1[cH:4][c:5]2[c:6]([n:7]([CH2:11][c:12]3[cH:13][cH:14][c:15](-[c:18]4[c:19]([C:24]#[N:25])[cH:20][cH:21][cH:22][cH:23]4)[cH:16][cH:17]3)[c:8](=[O:10])[nH:9]2)[s:26]1.[CH3:36][N:37]([CH3:38])[CH:39]=[O:40].[CH3:43][CH2:44][O:45][C:46](=[O:47])[CH3:48].[H-:41].[Na+:42]>>[CH2:1]([CH3:2])[c:3]1[cH:4][c:5]2[c:6]([n:7]([CH2:11][c:12]3[cH:13][cH:14][c:15](-[c:18]4[c:19]([C:24]#[N:25])[cH:20][cH:21][cH:22][cH:23]4)[cH:16][cH:17]3)[c:8](=[O:10])[n:9]2[CH2:28][CH2:29][c:30]2[cH:31][cH:32][cH:33][cH:34][cH:35]2)[s:26]1. The reactants are CI (methyl iodide), C1COCCOCCOCCOCCOCCO1 (18-crown-6), PH95008, NC1=C(C(=NN1C1=C(C=C(C=C1Cl)C(F)(F)F)Cl)C(N)=S)S(=O)C (5-amino-1-[2,6-dichloro-4-(trifluoromethyl)phenyl]-4-methylsulfinyl-1H-pyrazole-3-carbothioamide), Compound 4, CI (methyl iodide), CC(C)([O-])C.[K+] (potassium tertiary-butoxide), 1-ARYLPYRAZOLE-3-THIOCARBOXAMIDES, CC(C)([O-])C.[K+] (potassium tertiary-butoxide). Solvent: O1CCCC1 (tetrahydrofuran), C(=O)=O (CO2). Reaction conditions: time 17 minute. Yields the product CSC(=N)C1=NN(C(=C1S(=O)C)N)C1=C(C=C(C=C1Cl)C(F)(F)F)Cl (5-amino-1-[2,6-dichloro-4-(trifluoromethyl)phenyl]-4-methylsulfinyl-1H-pyrazole-3-carboximidothioic acid methyl ester). Isolated yield 99.2%. Reaction SMILES: [NH2:1][C:2]1[N:6]([C:7]2[C:12]([Cl:13])=[CH:11][C:10]([C:14]([F:17])([F:16])[F:15])=[CH:9][C:8]=2[Cl:18])[N:5]=[C:4]([C:19](=[S:21])[NH2:20])[C:3]=1[S:22]([CH3:24])=[O:23].[CH2:25]1OCCOCCOCCOCCOCCOC1.CC(C)([O-])C.[K+].CI>O1CCCC1.C(=O)=O>[CH3:25][S:21][C:19]([C:4]1[C:3]([S:22]([CH3:24])=[O:23])=[C:2]([NH2:1])[N:6]([C:7]2[C:12]([Cl:13])=[CH:11][C:10]([C:14]([F:15])([F:16])[F:17])=[CH:9][C:8]=2[Cl:18])[N:5]=1)=[NH:20] |f:2.3|. Procedure details: To a stirred solution of 1.00 gram (0.0024 mole) of 5-amino-1-[2,6-dichloro-4-(trifluoromethyl)phenyl]-4-methylsulfinyl-1H-pyrazole-3-carbothioamide, (Compound 4, prepared as described in applicants' copending U.S. patent application Ser. No. 08/418,680, entitled "PESTICIDAL 1-ARYLPYRAZOLE-3-THIOCARBOXAMIDES" [Attorney Docket No. 022650-284 (PH95008)], filed concurrently herewith, incorporated by reference herein in its entirety and relied upon) and a few crystals of 18-crown-6 in 30 milliliters... Starting materials: C1(CC1)COC=1C=C2C=CN(C(C2=CC1)=O)C1=CC(=C(C=C1)N1CC2(CC1)CNCC2)F (6-cyclopropylmethoxy-2-[4-(2,7-diaza-spiro[4.4]non-2-yl)-3-fluorophenyl]-2H-isoquinolin-1-one), CC1(OC1)C (2,2-dimethyl-oxirane). Yields the product C1(CC1)COC=1C=C2C=CN(C(C2=CC1)=O)C1=CC(=C(C=C1)N1CC2(CC1)CN(CC2)CC(C)(C)O)F (6-Cyclopropylmethoxy-2-{3-fluoro-4-[7-(2-hydroxy-2-methyl-propyl)-2,7-diaza-spiro[4.4]non-2-yl]-phenyl}-2H-isoquinolin-1-one). As a reaction SMILES: [CH:1]1([CH2:4][O:5][C:6]2[CH:7]=[C:8]3[C:13](=[CH:14][CH:15]=2)[C:12](=[O:16])[N:11]([C:17]2[CH:22]=[CH:21][C:20]([N:23]4[CH2:27][CH2:26][C:25]5([CH2:31][CH2:30][NH:29][CH2:28]5)[CH2:24]4)=[C:19]([F:32])[CH:18]=2)[CH:10]=[CH:9]3)[CH2:3][CH2:2]1.[CH3:33][C:34]1([CH3:37])[CH2:36][O:35]1>>[CH:1]1([CH2:4][O:5][C:6]2[CH:7]=[C:8]3[C:13](=[CH:14][CH:15]=2)[C:12](=[O:16])[N:11]([C:17]2[CH:22]=[CH:21][C:20]([N:23]4[CH2:27][CH2:26][C:25]5([CH2:31][CH2:30][N:29]([CH2:33][C:34]([OH:35])([CH3:37])[CH3:36])[CH2:28]5)[CH2:24]4)=[C:19]([F:32])[CH:18]=2)[CH:10]=[CH:9]3)[CH2:3][CH2:2]1. Procedure details: According to Method U, 6-cyclopropylmethoxy-2-[4-(2,7-diaza-spiro[4.4]non-2-yl)-3-fluorophenyl]-2H-isoquinolin-1-one was reacted with 2,2-dimethyl-oxirane. In this way the product was obtained with molecular weight 505.64 (C30H36FN3O3); MS (ESI): 506 (M+H+).